describe an organic reaction: reactants, conditions, products, and yield From a dataset of the Open Reaction Database (ORD), a public repository of structured organic reaction records. Starting materials: BrC=1C=C2C(=CC=NC2=CC1)NC(=O)NC1=NC=CN=C1 (1-(6-bromoquinolin-4-yl)-3-(pyrazin-2-yl)urea), CC1(OB(OC1(C)C)C1=CCN(CC1)C(=O)OC(C)(C)C)C (tert-butyl 4-(4,4,5,5-tetramethyl-1,3,2-dioxaborolan-2-yl)-5,6-dihydropyridine-1(2H)-carboxylate), CC1(OB(OC1(C)C)C=1CN(CC1)C(=O)OC(C)(C)C)C (tert-butyl 3-(4,4,5,5-tetramethyl-1,3,2-dioxaborolan-2-yl)-2,5-dihydro-1H-pyrrole-1-carboxylate). Product: C(C)(C)(C)OC(=O)N1CC(=CC1)C=1C=C2C(=CC=NC2=CC1)NC(=O)NC1=NC=CN=C1 (tert-Butyl-3-[4-(3-pyrazin-2-yl-ureido)-quinolin-6-yl]-2,5-dihydro-pyrrole-1-carboxylate). RXN SMILES: Br[C:2]1[CH:3]=[C:4]2[C:9](=[CH:10][CH:11]=1)[N:8]=[CH:7][CH:6]=[C:5]2[NH:12][C:13]([NH:15][C:16]1[CH:21]=[N:20][CH:19]=[CH:18][N:17]=1)=[O:14].CC1(C)C(C)(C)OB([C:30]2[CH2:35][CH2:34][N:33]([C:36]([O:38][C:39]([CH3:42])([CH3:41])[CH3:40])=[O:37])[CH2:32]C=2)O1.CC1(C)C(C)(C)OB(C2CN(C(OC(C)(C)C)=O)CC=2)O1>>[C:39]([O:38][C:36]([N:33]1[CH2:32][CH:30]=[C:35]([C:2]2[CH:3]=[C:4]3[C:9](=[CH:10][CH:11]=2)[N:8]=[CH:7][CH:6]=[C:5]3[NH:12][C:13]([NH:15][C:16]2[CH:21]=[N:20][CH:19]=[CH:18][N:17]=2)=[O:14])[CH2:34]1)=[O:37])([CH3:40])([CH3:41])[CH3:42]. Procedure: The title compound was prepared as described in example 27 step 2, substituting 1-(6-bromo-quinolin-4-yl)-3-(6-trifluoromethyl-pyridin-2-yl)-urea by 1-(6-bromoquinolin-4-yl)-3-(pyrazin-2-yl)urea (example 9, step 1) and tert-butyl 4-(4,4,5,5-tetramethyl-1,3,2-dioxaborolan-2-yl)-5,6-dihydropyridine-1(2H)-carboxylate by tert-butyl 3-(4,4,5,5-tetramethyl-1,3,2-dioxaborolan-2-yl)-2,5-dihydro-1H-pyrrole-1-carboxylate. Starting materials: NCC1CCC2N(CCN(C2)C2=NC=3N(C(=N2)N)N=C(N3)C=3OC=CC3)C1 ((7RS,9aRS)-5-(7-aminomethyl-octahydro-pyrido[1,2-a]pyrazin-2-yl)-2-furan-2-yl-[1,2,4]triazolo[1,5-a][1,3,5]triazin-7-ylamine), N1=CC=C(C=C1)C=O (pyridine-4-carbaldehyde), [BH4-].[Na+] (NaBH4), CO (methanol). Reagents/catalysts: CC([O-])C.[Ti+4].CC([O-])C.CC([O-])C.CC([O-])C (titanium (IV) isopropoxide). Solvent: C1CCOC1 (THF). Run at time 1 hour. Product: O1C(=CC=C1)C1=NN2C(N=C(N=C2N)N2CC3N(CC2)CC(CC3)CNCC3=CC=NC=C3)=N1 ((7RS,9aRS)-2-furan-2-yl-5-(7-{[(pyridin-4-ylmethyl)-amino]-methyl}-octahydro-pyrido[1,2-a]pyrazin-2-yl)-[1,2,4]triazolo[1,5-a][1,3,5]triazin-7-ylamine). Reaction SMILES: [NH2:1][CH2:2][CH:3]1[CH2:27][N:7]2[CH2:8][CH2:9][N:10]([C:12]3[N:17]=[C:16]([NH2:18])[N:15]4[N:19]=[C:20]([C:22]5[O:23][CH:24]=[CH:25][CH:26]=5)[N:21]=[C:14]4[N:13]=3)[CH2:11][CH:6]2[CH2:5][CH2:4]1.[N:28]1[CH:33]=[CH:32][C:31]([CH:34]=O)=[CH:30][CH:29]=1.CO.[BH4-].[Na+]>C1COCC1.CC(C)[O-].[Ti+4].CC(C)[O-].CC(C)[O-].CC(C)[O-]>[O:23]1[CH:24]=[CH:25][CH:26]=[C:22]1[C:20]1[N:21]=[C:14]2[N:13]=[C:12]([N:10]3[CH2:9][CH2:8][N:7]4[CH2:27][CH:3]([CH2:2][NH:1][CH2:34][C:31]5[CH:32]=[CH:33][N:28]=[CH:29][CH:30]=5)[CH2:4][CH2:5][CH:6]4[CH2:11]3)[N:17]=[C:16]([NH2:18])[N:15]2[N:19]=1 |f:3.4,6.7.8.9.10|. Reported procedure: A solution of (7RS,9aRS)-5-(7-aminomethyl-octahydro-pyrido[1,2-a]pyrazin-2-yl)-2-furan-2-yl-[1,2,4]triazolo[1,5-a][1,3,5]triazin-7-ylamine (1 eq.; see Example 9 above) and pyridine-4-carbaldehyde (1 eq.) in anhydrous THF was treated with titanium (IV) isopropoxide (1.7 eq.) at around 60° C. for 5 hours. To the mixture was added anhydrous methanol, and followed by the careful addition of NaBH4 (1.5 eq). After one hour, the reaction was completed as indicated by HPLC analysis. The solvent was remo... The reactants are FC1=C(C(=CC=C1)F)N1C(NCC2=C1N=C(N=C2C=2C=C(C(=O)O)C=CC2C)SC)=O (3-[8-(2,6-Difluorophenyl)-2-(methylthio)-7-oxo-5,6,7,8-tetrahydropyrimido[4,5-d]pyrimidin-4-yl]-4-methylbenzoic acid), C(CCl)Cl (EDC), C=1C=CC2=C(C1)N=NN2O (HOBt), C1(CC1)CN (cyclopropylmethylamine). The solvent is C(Cl)Cl (methylenechloride). Conditions: time 8 hour. The product is C1(CC1)CNC(C1=CC(=C(C=C1)C)C1=NC(=NC=2N(C(NCC21)=O)C2=C(C=CC=C2F)F)SC)=O (N-(Cyclopropylmethyl)-3-[8-(2,6-difluorophenyl)-2-(methylthio)-7-oxo-5,6,7,8-tetrahydropyrimido[4,5-d]pyrimidin-4-yl]-4-methylbenzamide). As a reaction SMILES: [F:1][C:2]1[CH:7]=[CH:6][CH:5]=[C:4]([F:8])[C:3]=1[N:9]1[C:14]2[N:15]=[C:16]([S:29][CH3:30])[N:17]=[C:18]([C:19]3[CH:20]=[C:21]([CH:25]=[CH:26][C:27]=3[CH3:28])[C:22](O)=[O:23])[C:13]=2[CH2:12][NH:11][C:10]1=[O:31].C(Cl)CCl.C1[CH:37]=[CH:38][C:39]2N(O)N=[N:42][C:40]=2C=1.C1(CN)CC1>C(Cl)Cl>[CH:39]1([CH2:40][NH:42][C:22](=[O:23])[C:21]2[CH:25]=[CH:26][C:27]([CH3:28])=[C:19]([C:18]3[C:13]4[CH2:12][NH:11][C:10](=[O:31])[N:9]([C:3]5[C:2]([F:1])=[CH:7][CH:6]=[CH:5][C:4]=5[F:8])[C:14]=4[N:15]=[C:16]([S:29][CH3:30])[N:17]=3)[CH:20]=2)[CH2:37][CH2:38]1. Procedure details: To a solution of 3-[8-(2,6-Difluorophenyl)-2-(methylthio)-7-oxo-5,6,7,8-tetrahydropyrimido[4,5-d]pyrimidin-4-yl]-4-methylbenzoic acid (500 mg) in methylenechloride (100 mL) were added EDC (260 mg), HOBt (160 mg) and cyclopropylmethylamine (260 uL). The reaction mixture was stirred at room temperature overnight and concentrated in vacuo. The residue was purified via column chromatography to provide the title compound as a white solid. LC-MS m/z 496 (M+H)+, 2.62 min (ret. time). Starting materials: CCOC(C)=O, [Cl-], O=[N+]([O-])c1ccc(Nc2ncc3c(n2)-c2ccc(Cl)cc2C(c2c(F)cccc2F)=NC3)cc1, [Na+], O=C([O-])O, O, O. Yields the product Nc1ccc(Nc2ncc3c(n2)-c2ccc(Cl)cc2C(c2c(F)cccc2F)=NC3)cc1. As a reaction SMILES: [CH3:43][CH2:44][O:45][C:46](=[O:47])[CH3:48].[Cl-:37].[Cl:1][c:2]1[cH:3][cH:4][c:5]2[c:6]([cH:34]1)[C:7]([c:26]1[c:27]([F:33])[cH:28][cH:29][cH:30][c:31]1[F:32])=[N:8][CH2:9][c:10]1[c:11]-2[n:12][c:13]([NH:16][c:17]2[cH:18][cH:19][c:20]([N+:23]([O-:24])=[O:25])[cH:21][cH:22]2)[n:14][cH:15]1.[Na+:42].[O-:38][C:39]([OH:40])=[O:41].[OH2:35].[OH2:36]>>[Cl:1][c:2]1[cH:3][cH:4][c:5]2[c:6]([cH:34]1)[C:7]([c:26]1[c:27]([F:33])[cH:28][cH:29][cH:30][c:31]1[F:32])=[N:8][CH2:9][c:10]1[c:11]-2[n:12][c:13]([NH:16][c:17]2[cH:18][cH:19][c:20]([NH2:23])[cH:21][cH:22]2)[n:14][cH:15]1. The reactants are CC(=O)[O-], O=C(OC(=O)c1cccc([N+](=O)[O-])c1S(=O)(=O)O)c1cccc([N+](=O)[O-])c1S(=O)(=O)O, Nc1cc(S(=O)(=O)O)cc2cc(S(=O)(=O)O)cc(S(=O)(=O)O)c12, [Na+], [Na], [Na], [Na], O, O, O, O. Yields the product O=C(Nc1cc(S(=O)(=O)O)cc2cc(S(=O)(=O)O)cc(S(=O)(=O)O)c12)c1cccc([N+](=O)[O-])c1S(=O)(=O)O. As a reaction SMILES: [C:30]([O-:31])(=[O:32])[CH3:33].[N+:35]([c:36]1[c:37]([S:38]([OH:39])(=[O:40])=[O:41])[c:42]([C:61]([O:43][C:44]([c:45]2[c:46]([S:54](=[O:55])(=[O:56])[OH:57])[c:47]([N+:51](=[O:52])[O-:53])[cH:48][cH:49][cH:50]2)=[O:62])=[O:63])[cH:58][cH:59][cH:60]1)([O-:64])=[O:65].[NH2:4][c:5]1[cH:6][c:7]([S:23](=[O:24])(=[O:25])[OH:26])[cH:8][c:9]2[cH:10][c:11]([S:19](=[O:20])(=[O:21])[OH:22])[cH:12][c:13]([S:15](=[O:16])(=[O:17])[OH:18])[c:14]12.[Na+:34].[Na:1].[Na:2].[Na:3].[OH2:27].[OH2:28].[OH2:29].[OH2:66]>>[NH:4]([c:5]1[cH:6][c:7]([S:23](=[O:24])(=[O:25])[OH:26])[cH:8][c:9]2[cH:10][c:11]([S:19](=[O:20])(=[O:21])[OH:22])[cH:12][c:13]([S:15](=[O:16])(=[O:17])[OH:18])[c:14]12)[C:44](=[O:43])[c:45]1[c:46]([S:54](=[O:55])(=[O:56])[OH:57])[c:47]([N+:51](=[O:52])[O-:53])[cH:48][cH:49][cH:50]1. Starting materials: [N+](=O)([O-])C=1C=C(C=O)C=CC1 (m-nitrobenzaldehyde), ( I ), N\C(=C/C(=O)OC)\C (methyl β-aminocrotonate), C(C1=CC=CC=C1)(=O)N1CCC(CC1)OC(CC(=O)C)=O (acetoacetic acid-N-benzoyl-4-piperidinyl ester). Solvent: C1CCOC1 (THF). Yields the product COC(=O)C=1C(C(=C(NC1C)C)C(=O)OC1CCN(CC1)C(C1=CC=CC=C1)=O)C1=CC(=CC=C1)[N+](=O)[O-] (2,6-dimethyl-4-(3-nitrophenyl)-1,4-dihydropyridine-3,5-dicarboxylic acid-3-(N-benzoyl-4-piperidinyl) ester-5-methyl ester). The yield is 30.1%. Reaction SMILES: [N+:1]([C:4]1[CH:5]=[C:6]([CH:9]=[CH:10][CH:11]=1)[CH:7]=O)([O-:3])=[O:2].[NH2:12]/[C:13](/[CH3:19])=[CH:14]\[C:15]([O:17][CH3:18])=[O:16].[C:20]([N:28]1[CH2:33][CH2:32][CH:31]([O:34][C:35](=[O:40])[CH2:36][C:37]([CH3:39])=O)[CH2:30][CH2:29]1)(=[O:27])[C:21]1[CH:26]=[CH:25][CH:24]=[CH:23][CH:22]=1>C1COCC1>[CH3:18][O:17][C:15]([C:14]1[CH:7]([C:6]2[CH:9]=[CH:10][CH:11]=[C:4]([N+:1]([O-:3])=[O:2])[CH:5]=2)[C:36]([C:35]([O:34][CH:31]2[CH2:32][CH2:33][N:28]([C:20](=[O:27])[C:21]3[CH:22]=[CH:23][CH:24]=[CH:25][CH:26]=3)[CH2:29][CH2:30]2)=[O:40])=[C:37]([CH3:39])[NH:12][C:13]=1[CH3:19])=[O:16]. Procedure details: In this example, 2.74 g of m-nitrobenzaldehyde, 2.09 g of methyl β-aminocrotonate and 5.50 g of acetoacetic acid-N-benzoyl-4-piperidinyl ester obtained in Reference Example 3 (hereinafter described) were added to 10 ml of THF, and stirring was effected at reflux for 33 hours. The reaction mixture was treated similarly as in Example 1 to obtain 2.84 g of 2,6-dimethyl-4-(3-nitrophenyl)-1,4-dihydropyridine-3,5-dicarboxylic acid-3-(N-benzoyl-4-piperidinyl) ester-5-methyl ester [compound of the gener... The reactants are FC=1C=C(C=CC1C(=O)N(C)OC)NC(=O)C1=NC=CN=C1 (N-(3-fluoro-4-((N-methoxy-N-methylamino)carbonyl)phenyl)pyrazine-2-carboxamide), C(CCC)[Li] (n-butyllithium), CCCCCC (hexane), [Si](C)(C)(C(C)(C)C)O[C@@H](C#C)C ((3R)-3-(tert-butyl(dimethyl)silyl)oxy-1-butyne). Solvent: O (Water), O1CCCC1 (tetrahydrofuran), O1CCCC1 (tetrahydrofuran). Reaction conditions: time 1 hour. The product is [Si](C)(C)(C(C)(C)C)O[C@@H](C#CC(=O)C1=C(C=C(C=C1)NC(=O)C1=NC=CN=C1)F)C (N-(4-((4R)-4-((tert-butyl(dimethyl)silyl)oxy)-2-pentynoyl)-3-fluorophenyl)pyrazine-2-carboxamide). Reaction SMILES: C([Li])CCC.CCCCCC.[Si:12]([O:19][C@H:20]([CH3:23])[C:21]#[CH:22])([C:15]([CH3:18])([CH3:17])[CH3:16])([CH3:14])[CH3:13].[F:24][C:25]1[CH:26]=[C:27]([NH:37][C:38]([C:40]2[CH:45]=[N:44][CH:43]=[CH:42][N:41]=2)=[O:39])[CH:28]=[CH:29][C:30]=1[C:31](N(OC)C)=[O:32]>O.O1CCCC1>[Si:12]([O:19][C@H:20]([CH3:23])[C:21]#[C:22][C:31]([C:30]1[CH:29]=[CH:28][C:27]([NH:37][C:38]([C:40]2[CH:45]=[N:44][CH:43]=[CH:42][N:41]=2)=[O:39])=[CH:26][C:25]=1[F:24])=[O:32])([C:15]([CH3:16])([CH3:17])[CH3:18])([CH3:13])[CH3:14]. Procedure details: 10.8 ml of n-butyllithium (2.46 M hexane solution was added to a tetrahydrofuran (80 ml) solution of 4.92 g of (3R)-3-(tert-butyl(dimethyl)silyl)oxy-1-butyne at −78° C., and the reaction liquid was stirred at the same temperature for 1 hour. A tetrahydrofuran (60 ml) solution of 2.7 g of N-(3-fluoro-4-((N-methoxy-N-methylamino)carbonyl)phenyl)pyrazine-2-carboxamide was added to it at −78° C., and the reaction liquid was heated up to room temperature and stirred for 2 hours. Water was added to th...